Dataset: the Open Reaction Database (ORD), a public repository of structured organic reaction records. Task: describe an organic reaction: reactants, conditions, products, and yield Reactants: C(C1=CC=CC=C1)O[C@H](C=O)[C@H]1[C@H]([C@@H]([C@H]2N=C(S[C@H]2O1)N(C)C)OCC1=CC=CC=C1)OCC1=CC=CC=C1 ((S)-2-(benzyloxy)-2-((3aR,5R,6S,7R,7aR)-6,7-bis(benzyloxy)-2-(dimethylamino)-5,6,7,7a-tetrahydro-3aH-pyrano[3,2-d]thiazol-5-yl)ethanal), TEA, CS(=O)(=O)Cl (MsCl). Solvent: ClCCl (dichloromethane). Run at time 2 hour. The product is CS(=O)(=O)OC[C@@H]([C@@H]1[C@H]([C@@H]([C@H]2N=C(S[C@H]2O1)N(C)C)OCC1=CC=CC=C1)OCC1=CC=CC=C1)OCC1=CC=CC=C1 ((S)-2-(benzyloxy)-2-((3aR,5R,6S,7R,7aR)-6,7-bis(benzyloxy)-2-(dimethylamino)-5,6,7,7a-tetrahydro-3aH-pyrano[3,2-d]thiazol-5-yl)ethyl methanesulfonate). Yield: 79.8%. RXN SMILES: [CH2:1]([O:8][C@@H:9]([C@@H:12]1[O:20][C@H:19]2[C@H:15]([N:16]=[C:17]([N:21]([CH3:23])[CH3:22])[S:18]2)[C@@H:14]([O:24][CH2:25][C:26]2[CH:31]=[CH:30][CH:29]=[CH:28][CH:27]=2)[C@@H:13]1[O:32][CH2:33][C:34]1[CH:39]=[CH:38][CH:37]=[CH:36][CH:35]=1)[CH:10]=[O:11])[C:2]1[CH:7]=[CH:6][CH:5]=[CH:4][CH:3]=1.[CH3:40][S:41](Cl)(=[O:43])=[O:42]>ClCCl>[CH3:40][S:41]([O:11][CH2:10][C@H:9]([O:8][CH2:1][C:2]1[CH:3]=[CH:4][CH:5]=[CH:6][CH:7]=1)[C@H:12]1[O:20][C@H:19]2[C@H:15]([N:16]=[C:17]([N:21]([CH3:23])[CH3:22])[S:18]2)[C@@H:14]([O:24][CH2:25][C:26]2[CH:27]=[CH:28][CH:29]=[CH:30][CH:31]=2)[C@@H:13]1[O:32][CH2:33][C:34]1[CH:35]=[CH:36][CH:37]=[CH:38][CH:39]=1)(=[O:43])=[O:42]. Procedure: To a solution of 102 (1.2 g, 2.2 mmol) (Prepared according to the synthesis of Examples 151 and 152, step 1) in dichloromethane (30 mL) was added TEA (664 mg, 6.6 mmol) and MsCl (499 mg, 4.4 mmol) at 0° C. After kept 2 hours at room temperature, the reaction was quenched by water (100 mL) and extracted with dichloromethane (3×30 mL). The combined organic layer was washed with brine (20 mL) and dried over anhydrous sodium sulfate. After filtration, the filtrates were concentrated to give a residu... Reactants: B, CC(=O)c1ccc(C#N)cc1Cl, C1CCOC1, [Na]. Yields the product CC(O)c1ccc(C#N)cc1Cl. RXN SMILES: [B:13].[C:1]([CH3:2])(=[O:3])[c:4]1[c:5]([Cl:12])[cH:6][c:7]([C:8]#[N:9])[cH:10][cH:11]1.[CH2:15]1[O:16][CH2:17][CH2:18][CH2:19]1.[Na:14]>>[CH:1]([CH3:2])([OH:3])[c:4]1[c:5]([Cl:12])[cH:6][c:7]([C:8]#[N:9])[cH:10][cH:11]1. The reactants are BrC=1C=C(C=CC1)C(CC(=O)C1=CC(=NC=C1)C)C1=C(C=CC=C1)C (3-(3-Bromo-phenyl)-1-(2-methyl-pyridin-4-yl)-3-o-tolyl-propan-1-one), C(=O)(O)C=1C=C(C=CC1)B(O)O (3-carboxyphenylboronic acid). Product: CC1=NC=CC(=C1)C(CC(C1=C(C=CC=C1)C)C=1C=C(C=CC1)C1=CC(=CC=C1)C(=O)O)=O (3′-[3-(2-Methyl-pyridin-4-yl)-3-oxo-1-o-tolyl-propyl]-biphenyl-3-carboxylic acid). Reaction SMILES: Br[C:2]1[CH:3]=[C:4]([CH:8]([C:19]2[CH:24]=[CH:23][CH:22]=[CH:21][C:20]=2[CH3:25])[CH2:9][C:10]([C:12]2[CH:17]=[CH:16][N:15]=[C:14]([CH3:18])[CH:13]=2)=[O:11])[CH:5]=[CH:6][CH:7]=1.[C:26]([C:29]1[CH:30]=[C:31](B(O)O)[CH:32]=[CH:33][CH:34]=1)([OH:28])=[O:27]>>[CH3:18][C:14]1[CH:13]=[C:12]([C:10](=[O:11])[CH2:9][CH:8]([C:4]2[CH:3]=[C:2]([C:31]3[CH:32]=[CH:33][CH:34]=[C:29]([C:26]([OH:28])=[O:27])[CH:30]=3)[CH:7]=[CH:6][CH:5]=2)[C:19]2[CH:24]=[CH:23][CH:22]=[CH:21][C:20]=2[CH3:25])[CH:17]=[CH:16][N:15]=1. Procedure details: In analogy to example 74, step 6, from 3-(3-bromo-phenyl)-1-(2-methyl-pyridin-4-yl)-3-o-tolyl-propan-1-one (example 98, step 5) and 3-carboxyphenylboronic acid was prepared the title compound as an off-white solid, MS (ESI−): m/z=434.3 ([M−H]−). Reactants: C1(CC1)C=1C(=C2C=CN(C(C2=CC1)=O)[C@@H](CO)C)[N+](=O)[O-] ((R)-6-cyclopropyl-2-(1-hydroxypropan-2-yl)-5-nitroisoquinolin-1(2H)-one), C(C)(=O)OC(C)=O (acetic anhydride), N1=CC=CC=C1 (pyridine), C(Cl)Cl (methylene chloride). Conditions: time 8 hour. The product is C(C)(=O)OC[C@@H](C)N1C(C2=CC=C(C(=C2C=C1)[N+](=O)[O-])C1CC1)=O ((R)-2-(6-Cyclopropyl-5-nitro-1-oxoisoquinolin-2(1H)-yl)propyl acetate). RXN SMILES: [CH:1]1([C:4]2[C:5]([N+:19]([O-:21])=[O:20])=[C:6]3[C:11](=[CH:12][CH:13]=2)[C:10](=[O:14])[N:9]([C@H:15]([CH3:18])[CH2:16][OH:17])[CH:8]=[CH:7]3)[CH2:3][CH2:2]1.[C:22](OC(=O)C)(=[O:24])[CH3:23].N1C=CC=CC=1.C(Cl)Cl>>[C:22]([O:17][CH2:16][C@H:15]([N:9]1[CH:8]=[CH:7][C:6]2[C:11](=[CH:12][CH:13]=[C:4]([CH:1]3[CH2:3][CH2:2]3)[C:5]=2[N+:19]([O-:21])=[O:20])[C:10]1=[O:14])[CH3:18])(=[O:24])[CH3:23]. Reported procedure: A round bottom flask was charged with (R)-6-cyclopropyl-2-(1-hydroxypropan-2-yl)-5-nitroisoquinolin-1(2H)-one (30 mg, 0.0001 mol), acetic anhydride (0.015 mL, 0.00016 mol), pyridine (0.015 mL, 0.00019 mol) and methylene chloride (4 mL, 0.06 mol), and was stirred at room temperature overnight. The solvent was removed under reduced pressure and the product was taken onto the next step without purification.